Dataset: the Open Reaction Database (ORD), a public repository of structured organic reaction records. Task: describe an organic reaction: reactants, conditions, products, and yield Starting materials: C(C1=CC=CC=C1)OC1=CC=C2C=CC=C(C2=C1)N1C(CN(CC1)C(=O)C1=CN=CN1CC1=CC(=C(C=C1)C#N)F)=O (1-(7-Benzyloxy-1-naphthyl)-4-[1-(4-cyano-3-fluorobenzyl)-5-imidazolylcarbonyl]-2-piperazinone), [H][H] (hydrogen). Reagents/catalysts: [Pd] (Pd/C), [Pd] (palladium on carbon). Solvent: CO.CCOC(=O)C (MeOH EtOAc). Run at time 18 hour. The product is OC1=CC=C2C=CC=C(C2=C1)N1C(CN(CC1)C(=O)C1=CN=CN1CC1=CC(=C(C=C1)C#N)F)=O (1-(7-Hydroxy-1-naphthyl)-4-[1-(4-cyano-3-fluorobenzyl)-5-imidazolylcarbonyl]-2-piperazinone). Reaction SMILES: C([O:8][C:9]1[CH:18]=[C:17]2[C:12]([CH:13]=[CH:14][CH:15]=[C:16]2[N:19]2[CH2:24][CH2:23][N:22]([C:25]([C:27]3[N:31]([CH2:32][C:33]4[CH:38]=[CH:37][C:36]([C:39]#[N:40])=[C:35]([F:41])[CH:34]=4)[CH:30]=[N:29][CH:28]=3)=[O:26])[CH2:21][C:20]2=[O:42])=[CH:11][CH:10]=1)C1C=CC=CC=1.[H][H]>CO.CCOC(C)=O.[Pd]>[OH:8][C:9]1[CH:18]=[C:17]2[C:12]([CH:13]=[CH:14][CH:15]=[C:16]2[N:19]2[CH2:24][CH2:23][N:22]([C:25]([C:27]3[N:31]([CH2:32][C:33]4[CH:38]=[CH:37][C:36]([C:39]#[N:40])=[C:35]([F:41])[CH:34]=4)[CH:30]=[N:29][CH:28]=3)=[O:26])[CH2:21][C:20]2=[O:42])=[CH:11][CH:10]=1 |f:2.3|. Procedure: To a solution of the benzyl ether from Step B (430 mg, 0.77 mmol) in 10 mL of 1:1 MeOH/EtOAc was added 10% palladium on carbon (430 mg). The solution was stirred under a balloon atmosphere of hydrogen at room temperature overnight. Another portion of Pd/C was added (400 mg). After another 18 hours, the solution was filtered through celite. Concentration in vacuo provided the titled product which was used in the next reaction without further purification. Reaction SMILES: [CH2:1]([CH:2]=[CH2:3])[O:4][C:5](=[O:6])[NH:7][c:8]1[cH:9][c:10]([C:11]([O:13][CH2:12][CH3:14])=[O:15])[cH:16][cH:17][cH:18]1.[CH2:37]1[O:38][CH2:39][CH2:40][CH2:41]1.[CH3:28][Si:29]([N-:30][Si:31]([CH3:32])([CH3:33])[CH3:34])([CH3:35])[CH3:36].[Cl:19][c:20]1[n:21][cH:22][cH:23][c:24]([CH3:26])[n:25]1.[Li+:27]>>[CH2:1]([CH:2]=[CH2:3])[O:4][C:5](=[O:6])[NH:7][c:8]1[cH:9][c:10]([C:11](=[O:13])[CH2:26][c:24]2[cH:23][cH:22][n:21][c:20]([Cl:19])[n:25]2)[cH:16][cH:17][cH:18]1. Starting materials: C=CCOC(=O)Nc1cccc(C(=O)OCC)c1, C1CCOC1, C[Si](C)(C)[N-][Si](C)(C)C, Cc1ccnc(Cl)n1, [Li+]. Yields the product C=CCOC(=O)Nc1cccc(C(=O)Cc2ccnc(Cl)n2)c1. Starting materials: CC(=O)OCOC(COCc1ccccc1)COCc1ccccc1, Cl[Sn](Cl)(Cl)Cl, ClCCl, ClC(Cl)Cl, O=c1[nH]cc(I)c(=O)[nH]1, [Na+], O=C([O-])O. Yields the product O=c1[nH]c(=O)n(COC(COCc2ccccc2)COCc2ccccc2)cc1I. As a reaction SMILES: [C:1]([O:2][CH2:5][O:6][CH:7]([CH2:8][O:9][CH2:10][c:11]1[cH:12][cH:13][cH:14][cH:15][cH:16]1)[CH2:17][O:18][CH2:19][c:20]1[cH:21][cH:22][cH:23][cH:24][cH:25]1)(=[O:3])[CH3:4].[Cl:35][Sn:36]([Cl:37])([Cl:38])[Cl:39].[Cl:45][CH2:46][Cl:47].[Cl:48][CH:49]([Cl:50])[Cl:51].[I:26][c:27]1[c:28](=[O:34])[nH:29][c:30](=[O:33])[nH:31][cH:32]1.[Na+:44].[O-:40][C:41]([OH:42])=[O:43]>>[CH2:5]([O:6][CH:7]([CH2:8][O:9][CH2:10][c:11]1[cH:12][cH:13][cH:14][cH:15][cH:16]1)[CH2:17][O:18][CH2:19][c:20]1[cH:21][cH:22][cH:23][cH:24][cH:25]1)[n:31]1[c:30](=[O:33])[nH:29][c:28](=[O:34])[c:27]([I:26])[cH:32]1. Starting materials: CCCCOc1c(CN(C(=O)[O-])C(C)(C)C)n(CC(C)C)c(=O)c2ccc(-c3nnn[nH]3)cc12, CCOC(C)=O, Cl. Yields the product Cl, CCCCOc1c(CN)n(CC(C)C)c(=O)c2ccc(-c3nnn[nH]3)cc12. As a reaction SMILES: [C:1]([N:5]([C:2](=[O:3])[O-:4])[CH2:9][c:10]1[n:11]([CH2:31][CH:32]([CH3:33])[CH3:34])[c:12](=[O:30])[c:13]2[cH:14][cH:15][c:16](-[c:25]3[n:26][n:27][n:28][nH:29]3)[cH:17][c:18]2[c:19]1[O:20][CH2:21][CH2:22][CH2:23][CH3:24])([CH3:6])([CH3:7])[CH3:8].[CH3:36][CH2:37][O:38][C:39](=[O:40])[CH3:41].[ClH:35]>>[ClH:35].[NH2:5][CH2:9][c:10]1[n:11]([CH2:31][CH:32]([CH3:33])[CH3:34])[c:12](=[O:30])[c:13]2[cH:14][cH:15][c:16](-[c:25]3[n:26][n:27][n:28][nH:29]3)[cH:17][c:18]2[c:19]1[O:20][CH2:21][CH2:22][CH2:23][CH3:24].